Dataset: the Open Reaction Database (ORD), a public repository of structured organic reaction records. Task: describe an organic reaction: reactants, conditions, products, and yield Starting materials: ClC1=CC(=C(C=C1C=1OC(=NN1)C)N1C(NC(=CC1=O)C(F)(F)F)=O)F (3-(4-chloro-2-fluoro-5-(5-methyl-1,3,4-oxadiazol-2-yl)phenyl)-6-trifluoromethyl-2,4(1H,3H)-pyrimidinedione), COS(OC)(=O)=O (dimethylsulfuric acid), [H-].[Na+] (sodium hydride), [H][H] (hydrogen). The solvent is CN(C=O)C (N,N-dimethylformamide), CN(C=O)C (dimethylformamide). Reaction conditions: time 2 hour. Yields the product ClC1=CC(=C(C=C1C=1OC(=NN1)C)N1C(N(C(=CC1=O)C(F)(F)F)C)=O)F (3-(4-chloro-2-fluoro-5-(5-methyl-1,3,4-oxadiazol-2-yl)phenyl)-1-methyl-6-trifluoromethyl-2,4(1H,3H)-pyrimidinedione). Isolated yield 30.1%. As a reaction SMILES: [H-].[Na+].[Cl:3][C:4]1[C:9]([C:10]2[O:11][C:12]([CH3:15])=[N:13][N:14]=2)=[CH:8][C:7]([N:16]2[C:21](=[O:22])[CH:20]=[C:19]([C:23]([F:26])([F:25])[F:24])[NH:18][C:17]2=[O:27])=[C:6]([F:28])[CH:5]=1.[H][H].[CH3:31]OS(=O)(=O)OC>CN(C)C=O>[Cl:3][C:4]1[C:9]([C:10]2[O:11][C:12]([CH3:15])=[N:13][N:14]=2)=[CH:8][C:7]([N:16]2[C:21](=[O:22])[CH:20]=[C:19]([C:23]([F:24])([F:25])[F:26])[N:18]([CH3:31])[C:17]2=[O:27])=[C:6]([F:28])[CH:5]=1 |f:0.1|. Procedure details: To a suspension of 0.31 g of sodium hydride (oil, purity: 55%) in 13 ml of dimethylformamide, a solution of 2.5 g of 3-(4-chloro-2-fluoro-5-(5-methyl-1,3,4-oxadiazol-2-yl)phenyl)-6-trifluoromethyl-2,4(1H,3H)-pyrimidinedione in 20 ml of N,N-dimethylformamide was added dropwise at 25° C. After evolution of hydrogen ceased, 1.02 g of dimethylsulfuric acid was added over a period of 15 minutes. The mixed solution was stirred at room temperature for 2 hours and extracted with ethyl acetate by adding ... Starting materials: CC(C)(C)OC(=O)N1CC=C(OS(=O)(=O)C(F)(F)F)CC1, [K+], [K+], O=[N+]([O-])c1cccc(B(O)O)c1, O=C([O-])[O-]. Yields the product CC(C)(C)OC(=O)N1CC=C(c2cccc([N+](=O)[O-])c2)CC1. Reaction SMILES: [F:13][C:14]([F:15])([F:16])[S:17]([O:18][C:19]1=[CH:20][CH2:21][N:22]([C:25](=[O:26])[O:27][C:28]([CH3:29])([CH3:30])[CH3:31])[CH2:23][CH2:24]1)(=[O:32])=[O:33].[K+:34].[K+:35].[N+:1](=[O:2])([O-:3])[c:4]1[cH:5][c:6]([B:10]([OH:11])[OH:12])[cH:7][cH:8][cH:9]1.[O-:36][C:37]([O-:38])=[O:39]>>[N+:1](=[O:2])([O-:3])[c:4]1[cH:5][c:6]([C:19]2=[CH:20][CH2:21][N:22]([C:25](=[O:26])[O:27][C:28]([CH3:29])([CH3:30])[CH3:31])[CH2:23][CH2:24]2)[cH:7][cH:8][cH:9]1. Starting materials: C(=O)=O (dry ice), BrC=1C=CC=C2C=CN(C12)CC(C1=CC=CC=C1)O[Si](C)(C)C(C)(C)C (7-bromo-1-(2-{[tert-butyl(dimethyl)silyl]oxy}-2-phenylethyl)-1H-indole), C1CCOC1 (THF), CCCCCC.C(CCC)[Li] (n-butyl lithium hexane). Solvent: C(C)OCC (diethyl ether). Reaction conditions: temperature -78 celsius, time 30 minute. Yields the product C1(=CC=CC=C1)/C=C/N1C=CC2=CC=CC(=C12)C(=O)O (1-[(E)-2-phenyl vinyl]-1H-indole-7-carboxylic acid). Reaction SMILES: Br[C:2]1[CH:3]=[CH:4][CH:5]=[C:6]2[C:10]=1[N:9]([CH2:11][CH:12](O[Si](C(C)(C)C)(C)C)[C:13]1[CH:18]=[CH:17][CH:16]=[CH:15][CH:14]=1)[CH:8]=[CH:7]2.C1COCC1.CCCCCC.C([Li])CCC.[C:43](=[O:45])=[O:44]>C(OCC)C>[C:13]1(/[CH:12]=[CH:11]/[N:9]2[C:10]3[C:6](=[CH:5][CH:4]=[CH:3][C:2]=3[C:43]([OH:45])=[O:44])[CH:7]=[CH:8]2)[CH:14]=[CH:15][CH:16]=[CH:17][CH:18]=1 |f:2.3|. Procedure: To 7-bromo-1-(2-{[tert-butyl(dimethyl)silyl]oxy}-2-phenylethyl)-1H-indole (0.91 g) was added dehydrated THF (30 mL), and an n-butyl lithium hexane solution (1.6 M, 5.2 mL) was added thereto at −78° C. while replacing with argon. The mixture was warmed from −78° C. to −5° C., followed by stirring for 30 minutes. The reaction mixture was again cooled to −78° C., and dry ice was added thereto, followed by stirring to room temperature. To the mixture was added diethyl ether, followed by washing with... Reactants: ClC1=C(C(=C(N=N1)NN)C)C ((6-Chloro-4,5-dimethylpyridazin-3-yl)hydrazine), N#CBr (cyanogen bromide). Solvent: O (water), CCO (EtOH), CCO (EtOH), O (water). Conditions: time 6 hour. Product: Br.ClC=1C(=C(C=2N(N1)C(=NN2)N)C)C (6-Chloro-7,8-dimethyl-[1,2,4]triazolo[4,3-b]pyridazin-3-ylamine hydrobromide). The yield is 100.2%. As a reaction SMILES: [Cl:1][C:2]1[N:7]=[N:6][C:5]([NH:8][NH2:9])=[C:4]([CH3:10])[C:3]=1[CH3:11].[N:12]#[C:13][Br:14]>CCO.O>[BrH:14].[Cl:1][C:2]1[C:3]([CH3:11])=[C:4]([CH3:10])[C:5]2[N:6]([C:13]([NH2:12])=[N:9][N:8]=2)[N:7]=1 |f:4.5|. Procedure details: (6-Chloro-4,5-dimethylpyridazin-3-yl)hydrazine (W3.006; 12 g) was initially charged in EtOH (240 ml) and water (50 ml) while stirring at RT. Thereafter, cyanogen bromide (14.7 g) in a mixture of EtOH (120 ml) and water (25 ml) was slowly added dropwise at RT. After stirring at RT for 6 h, the mixture was left to stand overnight. Then the mixture was dried and the residue was purified using silica gel (80 g cartridge, DCM/methanol gradient of 0-20% in 60 min). 19.4 g of the title compound were ob... Reactants: BrC1=CC=C(N(C)C)C=C1 (4-bromo-N,N-dimethylaniline), COC1=CC=C(C=C1)N1CCN(CC1)C=1C(=C(C2=C(C(C(O2)(C)C)=O)C1C)C)C (4-(4-methoxyphenyl)-1-(2,2,4,6,7-pentamethyl-2,3-dihydro-1-benzofuran-3-on-5-yl)piperazine). Solvent: C(C)(=O)OCC.CCCCCC (ethyl acetate hexane). The product is COC1=CC=C(C=C1)N1CCN(CC1)C=1C(=C(C2=C(C(C(O2)(C)C)(O)C2=CC=C(C=C2)N(C)C)C1C)C)C (5-(4-(4-methoxyphenyl)piperazin-1-yl)-2,2,4,6,7-pentamethyl-3-(4-(dimethylamino)phenyl)-2,3-dihydro-1-benzofuran-3-ol). Isolated yield 73.0%. RXN SMILES: Br[C:2]1[CH:10]=[CH:9][C:5]([N:6]([CH3:8])[CH3:7])=[CH:4][CH:3]=1.[CH3:11][O:12][C:13]1[CH:18]=[CH:17][C:16]([N:19]2[CH2:24][CH2:23][N:22]([C:25]3[C:26]([CH3:39])=[C:27]([CH3:38])[C:28]4[O:32][C:31]([CH3:34])([CH3:33])[C:30](=[O:35])[C:29]=4[C:36]=3[CH3:37])[CH2:21][CH2:20]2)=[CH:15][CH:14]=1>C(OCC)(=O)C.CCCCCC>[CH3:11][O:12][C:13]1[CH:14]=[CH:15][C:16]([N:19]2[CH2:20][CH2:21][N:22]([C:25]3[C:26]([CH3:39])=[C:27]([CH3:38])[C:28]4[O:32][C:31]([CH3:34])([CH3:33])[C:30]([C:2]5[CH:10]=[CH:9][C:5]([N:6]([CH3:8])[CH3:7])=[CH:4][CH:3]=5)([OH:35])[C:29]=4[C:36]=3[CH3:37])[CH2:23][CH2:24]2)=[CH:17][CH:18]=1 |f:2.3|. Procedure: Using 4-bromo-N,N-dimethylaniline and 4-(4-methoxyphenyl)-1-(2,2,4,6,7-pentamethyl-2,3-dihydro-1-benzofuran-3-on-5-yl)piperazine obtained in Reference Example 13, the title compound was synthesized in the same manner as in Example 33. Yield 73%. mp. 144–146° C. (ethyl acetate-hexane). Starting materials: [Cl-].[NH4+] (ammonium chloride), Methyl (4aS, 7aS)-1-hydroxy-7-methylene-1, 4a, 5, 6, 7a-pentahydrocyclopenta[c]pyran-4-carboxylate, O1CCCC1 (tetrahydrofuran), CO (methanol), B.[Na] (sodium boron hydride). Reaction conditions: temperature 80 celsius. Yields the product OC[C@@H]1[C@H](CCC1=C)CCO (2-[(1R, 2R)-2-(hydroxymethyl)-3-methylenecyclopent-1-yl]-ethane-1-ol). Yield: 30.2%. As a reaction SMILES: B.[Na].[CH3:3][OH:4].[Cl-].[NH4+].[O:7]1[CH2:11][CH2:10][CH2:9][CH2:8]1>>[OH:4][CH2:3][C@H:8]1[C:9](=[CH2:8])[CH2:10][CH2:11][C@@H:9]1[CH2:10][CH2:11][OH:7] |f:0.1,3.4,^1:1|. Procedure details: Methyl (4aS, 7aS)-1-hydroxy-7-methylene-1, 4a, 5, 6, 7a-pentahydrocyclopenta[c]pyran-4-carboxylate (2.0 g, 0.0095 mol) obtained in Example 22 wad dissolved in 40 ml of tetrahydrofuran, and after sodium boron hydride (1.8 g, 0.047 mol) was added, the reaction mixture was heated and refluxed at 80° C. 9.5 ml of methanol wad added dropwise to this solution in the course of 1 hour, and the reaction mixture was stirred further at the same temperature. 50 ml of saturated ammonium chloride solution wad...